Dataset: the Open Reaction Database (ORD), a public repository of structured organic reaction records. Task: describe an organic reaction: reactants, conditions, products, and yield The reactants are [OH-].[Na+] (NaOH), COC(=O)C=1N=NN(C1C)C1=C(C=CC(=C1)Cl)NS(=O)(=O)C1=CC=C(C=C1)C(C)(C)C (1-[2-(4-tert-butyl-benzenesulfonylamino)-5-chloro-phenyl]-5-methyl-1H-[1,2,3]triazole-4-carboxylic acid methyl ester). The solvent is C1CCOC1 (THF). Conditions: temperature 60 celsius, time 8 hour. The product is C(C)(C)(C)C1=CC=C(C=C1)S(=O)(=O)NC1=C(C=C(C=C1)Cl)N1N=NC(=C1C)C(=O)O (1-[2-(4-tert-Butyl-benzenesulfonylamino)-5-chloro-phenyl]-5-methyl-1H-[1,2,3]triazole-4-carboxylic acid). Reaction SMILES: [OH-].[Na+].C[O:4][C:5]([C:7]1[N:8]=[N:9][N:10]([C:13]2[CH:18]=[C:17]([Cl:19])[CH:16]=[CH:15][C:14]=2[NH:20][S:21]([C:24]2[CH:29]=[CH:28][C:27]([C:30]([CH3:33])([CH3:32])[CH3:31])=[CH:26][CH:25]=2)(=[O:23])=[O:22])[C:11]=1[CH3:12])=[O:6]>C1COCC1>[C:30]([C:27]1[CH:28]=[CH:29][C:24]([S:21]([NH:20][C:14]2[CH:15]=[CH:16][C:17]([Cl:19])=[CH:18][C:13]=2[N:10]2[C:11]([CH3:12])=[C:7]([C:5]([OH:6])=[O:4])[N:8]=[N:9]2)(=[O:22])=[O:23])=[CH:25][CH:26]=1)([CH3:33])([CH3:31])[CH3:32] |f:0.1|. Procedure details: 3 N NaOH (0.1 mL) was added to 1-[2-(4-tert-butyl-benzenesulfonylamino)-5-chloro-phenyl]-5-methyl-1H-[1,2,3]triazole-4-carboxylic acid methyl ester (synthesized according to general procedure GG, 22 mg, 0.047 mmol) in THF and the resultant reaction mixture stirred at 60° C. overnight. The following day, the reaction mixture was concentrated to dryness and purified by preparative TLC to generate the title compound: MS (ES) M+H expected 449.1, found 449.3. Reaction SMILES: [F:1][C:2]1[CH:7]=[CH:6][C:5]([NH:8][C:9]([C:11](=[C:17]([CH3:19])[CH3:18])[C:12]([O:14][CH2:15][CH3:16])=[O:13])=[O:10])=[CH:4][CH:3]=1.[CH3:20]OC(OC)N(C)C.[NH4+].[Cl-]>CCOC(C)=O>[F:1][C:2]1[CH:3]=[CH:4][C:5]([N:8]2[CH:20]=[CH:19][C:17]([CH3:18])=[C:11]([C:12]([O:14][CH2:15][CH3:16])=[O:13])[C:9]2=[O:10])=[CH:6][CH:7]=1 |f:2.3|. The solvent is CCOC(=O)C (EtOAc). The product is FC1=CC=C(C=C1)N1C(C(=C(C=C1)C)C(=O)OCC)=O (Ethyl 1-(4-fluorophenyl)-4-methyl-2-oxo-1,2-dihydropyridine-3-carboxylate). Isolated yield 62.5%. Starting materials: [NH4+].[Cl-] (NH4Cl), FC1=CC=C(C=C1)NC(=O)C(C(=O)OCC)=C(C)C (ethyl 2-(4-fluorophenylcarbamoyl)-3-methylbut-2-enoate), COC(N(C)C)OC (N,N-dimethylformamide dimethyl acetal). Procedure: A mixture of ethyl 2-(4-fluorophenylcarbamoyl)-3-methylbut-2-enoate (1.85 g, 6.97 mmol) and N,N-dimethylformamide dimethyl acetal (5 mL, 37.45 mmol) is stirred at 90° C. for 90 min. After the reaction is cooled, EtOAc (30 mL) and saturated NH4Cl solution (20 mL) are added. The organic phase is separated, dried and concentrated. The residue is purified by silica gel column chromatography eluting with DCM:MeOH (10:1). The fractions containing product are concentrated, and the residue is mixed with... Run at temperature 90 celsius, time 90 minute. RXN SMILES: [F:1][C:2]([F:8])([F:7])[S:3]([O-:6])(=[O:5])=[O:4].[Ba+2].[F:10][C:11]([F:17])([F:16])[S:12]([O-:15])(=[O:14])=[O:13].S([O-])([O-])(=O)=O.[Al+3:23].S([O-])([O-])(=O)=O.S([O-])([O-])(=O)=O.[Al+3]>O>[F:1][C:2]([F:8])([F:7])[S:3]([O-:6])(=[O:5])=[O:4].[Al+3:23].[F:10][C:11]([F:17])([F:16])[S:12]([O-:15])(=[O:14])=[O:13].[F:1][C:2]([F:8])([F:7])[S:3]([O-:6])(=[O:5])=[O:4] |f:0.1.2,3.4.5.6.7,9.10.11.12|. Run in O (water), O (water). Product: FC(S(=O)(=O)[O-])(F)F.[Al+3].FC(S(=O)(=O)[O-])(F)F.FC(S(=O)(=O)[O-])(F)F (Aluminum Trifluoromethanesulfonate). Starting materials: FC(S(=O)(=O)[O-])(F)F.[Ba+2].FC(S(=O)(=O)[O-])(F)F (barium trifluoromethanesulfonate), S(=O)(=O)([O-])[O-].[Al+3].S(=O)(=O)([O-])[O-].S(=O)(=O)([O-])[O-].[Al+3] (aluminum sulfate). Procedure details: 43.9 g. of the barium trifluoromethanesulfonate are dissolved in 200 ml of water. To the stirred solution, there are added at room temperature, 22.2 g. of aluminum sulfate dissolved in 150 ml of water. The reaction mixture is then gently heated to 50°-60° C. for 0.5 hours. The warm mixture is then filtered, the filtrate decolorized with charcoal, refiltered and evaporated at reduced pressure and 60° C. to a viscous residue, then dried with a vacuum pump at 50°. The solid residue is collected, gr...